From a dataset of the Open Reaction Database (ORD), a public repository of structured organic reaction records. describe an organic reaction: reactants, conditions, products, and yield Reactants: NC=1NC(C(=C(N1)C1=CC=CC=C1)C#N)=O (2-amino-6-oxo-4-phenyl-1,6-dihydro-pyrimidine-5-carbonitrile), P(=O)(Cl)(Cl)Cl (phosphorus oxychloride), ice water. Reaction conditions: temperature 70 celsius. Product: NC1=NC(=C(C(=N1)Cl)C#N)C1=CC=CC=C1 (2-amino-4-chloro-6-phenyl-pyrimidine-5-carbonitrile). Yield: 43.7%. RXN SMILES: [NH2:1][C:2]1[NH:3][C:4](=O)[C:5]([C:14]#[N:15])=[C:6]([C:8]2[CH:13]=[CH:12][CH:11]=[CH:10][CH:9]=2)[N:7]=1.P(Cl)(Cl)([Cl:19])=O>>[NH2:1][C:2]1[N:3]=[C:4]([Cl:19])[C:5]([C:14]#[N:15])=[C:6]([C:8]2[CH:13]=[CH:12][CH:11]=[CH:10][CH:9]=2)[N:7]=1. Reported procedure: Following the method of Hull (J. Chem. Soc. 1957, 4845), a stirred suspension of 25.2 g (119 mmol) 2-amino-6-oxo-4-phenyl-1,6-dihydro-pyrimidine-5-carbonitrile in 27.1 ml (297 mmol) phosphorus oxychloride was heated at reflux for 2 h. The reaction mixture was then cooled to about 70° C. and poured cautiously onto rapidly stirred ice-water such that the temperature remained around 10° C. The resulting crystals were collected by filtration to afford 12.0 g (44%) 2-amino-4-chloro-6-phenyl-pyrimidin...